The task is: describe an organic reaction: reactants, conditions, products, and yield. This data is from the Open Reaction Database (ORD), a public repository of structured organic reaction records. The reactants are CCOP(=O)(CC#N)OCC, CCOC(C)=O, O=Cc1ccc(Cl)c2occc12, [H-], [Na+], C1CCOC1. The product is N#CC=Cc1ccc(Cl)c2occc12. As a reaction SMILES: [C:1](#[N:2])[CH2:3][P:4](=[O:5])([O:6][CH2:7][CH3:8])[O:9][CH2:10][CH3:11].[CH3:26][CH2:27][O:28][C:29](=[O:30])[CH3:31].[Cl:14][c:15]1[cH:16][cH:17][c:18]([CH:24]=[O:25])[c:19]2[cH:20][cH:21][o:22][c:23]12.[H-:12].[Na+:13].[O:32]1[CH2:33][CH2:34][CH2:35][CH2:36]1>>[C:1](#[N:2])[CH:3]=[CH:24][c:18]1[cH:17][cH:16][c:15]([Cl:14])[c:23]2[c:19]1[cH:20][cH:21][o:22]2.